This data is from the Open Reaction Database (ORD), a public repository of structured organic reaction records. The task is: describe an organic reaction: reactants, conditions, products, and yield Starting materials: ClC1=NC=CC(=C1)C1=CC2=C(N=C(S2)NC(C)=O)C=C1 (N-(6-(2-chloropyridin-4-yl)benzo[d]thiazol-2-yl)acetamide), CC1(C2=C(C(=CC=C2)P(C3=CC=CC=C3)C4=CC=CC=C4)OC5=C(C=CC=C51)P(C6=CC=CC=C6)C7=CC=CC=C7)C (Xantphos), CNS(=O)(=O)C1=CC=C(C=C1)C (n-methyl-p-toluenesulfonamide), CC(C)([O-])C.[Na+] (sodium t-butoxide). The product is CN(S(=O)(=O)C1=CC=C(C=C1)C)C1=NC=CC(=C1)C1=CC2=C(N=C(S2)NC(C)=O)C=C1 (N-(6-(2-(N,4-dimethylphenylsulfonamido)pyridin-4-yl)benzo[d]thiazol-2-yl)acetamide). Conditions: time 5 minute. Solvent: CN(C)C=O (DMF). The reagents and catalysts are C(C)(=O)[O-].[Pd+2].C(C)(=O)[O-] (palladium(II) acetate). Procedure: A microwave vial equipped with a stir bar was charged with n-methyl-p-toluenesulfonamide (0.26 g, 1.4 mmol) in DMF (3 ml). Then sodium t-butoxide (0.270 g, 2.8 mmol) was added to the mixture and allowed to stir 5 minutes. Then palladium(II) acetate (0.013 g, 0.057 mmol), N-(6-(2-chloropyridin-4-yl)benzo[d]thiazol-2-yl)acetamide (0.173 g, 0.57 mmol) and Xantphos (0.010 g) was added to the mixture. The vial was capped and placed into a CEM Microwave for 20 minutes at 100° C., while 100 watts of en... RXN SMILES: [CH3:1][NH:2][S:3]([C:6]1[CH:11]=[CH:10][C:9]([CH3:12])=[CH:8][CH:7]=1)(=[O:5])=[O:4].CC(C)([O-])C.[Na+].Cl[C:20]1[CH:25]=[C:24]([C:26]2[CH:38]=[CH:37][C:29]3[N:30]=[C:31]([NH:33][C:34](=[O:36])[CH3:35])[S:32][C:28]=3[CH:27]=2)[CH:23]=[CH:22][N:21]=1.CC1(C)C2C(=C(P(C3C=CC=CC=3)C3C=CC=CC=3)C=CC=2)OC2C(P(C3C=CC=CC=3)C3C=CC=CC=3)=CC=CC1=2>CN(C=O)C.C([O-])(=O)C.[Pd+2].C([O-])(=O)C>[CH3:1][N:2]([C:20]1[CH:25]=[C:24]([C:26]2[CH:38]=[CH:37][C:29]3[N:30]=[C:31]([NH:33][C:34](=[O:36])[CH3:35])[S:32][C:28]=3[CH:27]=2)[CH:23]=[CH:22][N:21]=1)[S:3]([C:6]1[CH:11]=[CH:10][C:9]([CH3:12])=[CH:8][CH:7]=1)(=[O:4])=[O:5] |f:1.2,6.7.8|. Reactants: CN1C(=O)N(c2cc(Cl)cc(Cl)c2)C(=O)C12CCCC2c1ccc(Br)cc1, CN1CCCC1=O, N#C[Cu]. Yields the product CN1C(=O)N(c2cc(Cl)cc(Cl)c2)C(=O)C12CCCC2c1ccc(C#N)cc1. RXN SMILES: [Br:1][c:2]1[cH:3][cH:4][c:5]([CH:8]2[C:9]3([C:10](=[O:24])[N:11]([c:16]4[cH:17][c:18]([Cl:23])[cH:19][c:20]([Cl:22])[cH:21]4)[C:12](=[O:15])[N:13]3[CH3:14])[CH2:25][CH2:26][CH2:27]2)[cH:6][cH:7]1.[CH3:31][N:32]1[CH2:33][CH2:34][CH2:35][C:36]1=[O:37].[Cu:28][C:29]#[N:30]>>[c:2]1([C:29]#[N:30])[cH:3][cH:4][c:5]([CH:8]2[C:9]3([C:10](=[O:24])[N:11]([c:16]4[cH:17][c:18]([Cl:23])[cH:19][c:20]([Cl:22])[cH:21]4)[C:12](=[O:15])[N:13]3[CH3:14])[CH2:25][CH2:26][CH2:27]2)[cH:6][cH:7]1. Starting materials: CCC1CC(C2CN2S(=O)(=O)c2ccccc2[N+](=O)[O-])OC1=O, Cc1ccccc1N1CC(C)(C)NCC1=O, Cc1ccccc1. Reaction SMILES: [CH2:1]([CH3:2])[CH:3]1[C:4](=[O:23])[O:5][CH:6]([CH:8]2[N:9]([S:11](=[O:12])(=[O:13])[c:14]3[c:15]([N+:20](=[O:21])[O-:22])[cH:16][cH:17][cH:18][cH:19]3)[CH2:10]2)[CH2:7]1.[CH3:24][C:25]1([CH3:39])[NH:26][CH2:27][C:28](=[O:38])[N:29]([c:31]2[c:32]([CH3:37])[cH:33][cH:34][cH:35][cH:36]2)[CH2:30]1.[CH3:40][c:41]1[cH:42][cH:43][cH:44][cH:45][cH:46]1>>[CH2:1]([CH3:2])[CH:3]1[C:4](=[O:23])[O:5][CH:6]([CH:8]([NH:9][S:11](=[O:12])(=[O:13])[c:14]2[c:15]([N+:20](=[O:21])[O-:22])[cH:16][cH:17][cH:18][cH:19]2)[CH2:10][N:26]2[C:25]([CH3:24])([CH3:39])[CH2:30][N:29]([c:31]3[c:32]([CH3:37])[cH:33][cH:34][cH:35][cH:36]3)[C:28](=[O:38])[CH2:27]2)[CH2:7]1. Product: CCC1CC(C(CN2CC(=O)N(c3ccccc3C)CC2(C)C)NS(=O)(=O)c2ccccc2[N+](=O)[O-])OC1=O. Starting materials: COc1cc(C)c(C=NC(C)(C)C)cn1, [BH3-]C#N, C1CCOC1, [Li]CCCC, CC1(C)CCCC(C)(C)N1, CO, CC(=O)O, [Na+], CN(C)C=O. Yields the product COc1cc2c(cn1)CN(C(C)(C)C)CC2. Reaction SMILES: [C:16]([CH3:17])([CH3:18])([CH3:19])[N:20]=[CH:21][c:22]1[cH:23][n:24][c:25]([O:29][CH3:30])[cH:26][c:27]1[CH3:28].[C:36]([BH3-:37])#[N:38].[CH2:40]1[O:41][CH2:42][CH2:43][CH2:44]1.[CH3:11][CH2:12][CH2:13][CH2:14][Li:15].[CH3:1][C:2]1([CH3:3])[CH2:4][CH2:5][CH2:6][C:7]([CH3:8])([CH3:9])[NH:10]1.[CH3:45][OH:46].[CH3:47][C:48](=[O:49])[OH:50].[Na+:39].[O:31]=[CH:32][N:33]([CH3:34])[CH3:35]>>[CH2:1]1[N:20]([C:16]([CH3:17])([CH3:18])[CH3:19])[CH2:21][c:22]2[cH:23][n:24][c:25]([O:29][CH3:30])[cH:26][c:27]2[CH2:28]1. Starting materials: S(=O)(=O)(N)N (Sulfamide), O.C1(=CC=C(C=C1)S(=O)(=O)O)C (p-toluenesulfonic acid monohydrate), ClCCC#N (3-chloropropionitrile). The solvent is C(Cl)Cl (methylene chloride), CC(=O)C (acetone). Run at temperature 57.5 celsius. Yields the product C1(=CC=C(C=C1)S(=O)(=O)O)C.S(N)(=O)(=O)NC(CCCl)=N (N-Sulfamyl-3-chloropropionamidine p-toluenesulfonic acid). RXN SMILES: [S:1]([NH2:5])([NH2:4])(=[O:3])=[O:2].O.[C:7]1([CH3:17])[CH:12]=[CH:11][C:10]([S:13]([OH:16])(=[O:15])=[O:14])=[CH:9][CH:8]=1.[Cl:18][CH2:19][CH2:20][C:21]#[N:22]>C(Cl)Cl.CC(C)=O>[C:7]1([CH3:17])[CH:8]=[CH:9][C:10]([S:13]([OH:16])(=[O:14])=[O:15])=[CH:11][CH:12]=1.[S:1]([NH:5][C:21](=[NH:22])[CH2:20][CH2:19][Cl:18])(=[O:3])(=[O:2])[NH2:4] |f:1.2,6.7|. Procedure: Sulfamide (9.6 g, 0.1 mole) was added to a suspension of p-toluenesulfonic acid monohydrate (38.0 g, 0.2 mole) in 3-chloropropionitrile (51.3 g, 0.6 mole). The suspension was heated at 55-60° C., for 18 hours. At the end of the heating period, the mixture was cooled to room temperature, diluted with methylene chloride (150 ml), and filtered. The solid, thus obtained, was suspended in acetone (50 ml) and the suspension filtered and the product dried. Reactants: C(C)(C)N (isopropylamine), BrCC=1C=C(C=CC1)C(C)=O (3′-bromomethylacetophenone). Run in C(C)N(CC)CC (triethylamine). Product: C(C)(C)NCC=1C=C(C=CC1)C(C)=O (3′-(N-Isopropylaminomethyl)acetophenone). The yield is 69.9%. Reaction SMILES: [CH:1]([NH2:4])([CH3:3])[CH3:2].Br[CH2:6][C:7]1[CH:8]=[C:9]([C:13](=[O:15])[CH3:14])[CH:10]=[CH:11][CH:12]=1>C(N(CC)CC)C>[CH:1]([NH:4][CH2:6][C:7]1[CH:8]=[C:9]([C:13](=[O:15])[CH3:14])[CH:10]=[CH:11][CH:12]=1)([CH3:3])[CH3:2]. Procedure details: The procedure described in Referential Example 4 was repeated, except that isopropylamine (instead of triethylamine) (11.82 g; 200 mmol) and 3′-bromomethylacetophenone (4.26 g; 20 mmol) were used, to thereby yield 2.67 g of the target compound (yield: 69.9%). The reactants are ClC1=NC=C(C=C1)C=1OC(=NN1)C=1C(=NOC1C)C1=CC=CC=C1 (2-chloro-5-[5-(5-methyl-3-phenyl-isoxazol-4-yl)-[1,3,4]oxadiazol-2-yl]-pyridine), C(O)CN (ethanolamine). Product: CC1=C(C(=NO1)C1=CC=CC=C1)C1=NN=C(O1)C=1C=CC(=NC1)NCCO (2-{5-[5-(5-Methyl-3-phenyl-isoxazol-4-yl)-[1,3,4]oxadiazol-2-yl]-pyridin-2-ylamino}-ethanol). Isolated yield 59.0%. Reaction SMILES: Cl[C:2]1[CH:7]=[CH:6][C:5]([C:8]2[O:9][C:10]([C:13]3[C:14]([C:19]4[CH:24]=[CH:23][CH:22]=[CH:21][CH:20]=4)=[N:15][O:16][C:17]=3[CH3:18])=[N:11][N:12]=2)=[CH:4][N:3]=1.[CH2:25]([CH2:27][NH2:28])[OH:26]>>[CH3:18][C:17]1[O:16][N:15]=[C:14]([C:19]2[CH:24]=[CH:23][CH:22]=[CH:21][CH:20]=2)[C:13]=1[C:10]1[O:9][C:8]([C:5]2[CH:6]=[CH:7][C:2]([NH:28][CH2:27][CH2:25][OH:26])=[N:3][CH:4]=2)=[N:12][N:11]=1. Reported procedure: As described for example 136b, 2-chloro-5-[5-(5-methyl-3-phenyl-isoxazol-4-yl)-[1,3,4]oxadiazol-2-yl]-pyridine (200 mg, 0.59 mmol) was converted using ethanolamine instead of morpholine to the title compound (126 mg, 59%) which was obtained as an off-white solid. MS: m/e=364.3 [M+H]+.